From a dataset of the Open Reaction Database (ORD), a public repository of structured organic reaction records. describe an organic reaction: reactants, conditions, products, and yield Run in ClCCl (dichloromethane). Isolated yield 65.0%. The product is OC(C(=O)OC)C1=C(C(=NN1C)C=1SC=CC1)C=1C=CC2=C(CCCO2)C1C (methyl 2-hydroxy-2-[1-methyl-4-(5-methyl-3,4-dihydro-2H-1-benzopyran-6-yl)-3-(thiophen-2-yl)-1H-pyrazol-5-yl]acetate). The reagents and catalysts are [I-].[Zn+2].[I-] (zinc iodide). Reported procedure: Under nitrogen atmosphere, to a solution of 1-methyl-4-(5-methyl-3,4-dihydro-2H-1-benzopyran-6-yl)-3-(thiophen-2-yl)-1H-pyrazole-5-carbaldehyde (7h) (103 mg, 0.30 mmol) in anhydrous dichloromethane (2 mL) at 0° C. were successively added zinc iodide (10 mg, 0.03 mmol) and trimethylsilyl cyanide (46 μL, 0.37 mmol). The mixture was stirred at room temperature for 88 hours then heated at 40° C. for 4 hours. A saturated solution of sodium hydrogenocarbonate (5 mL) was added. Layers were separated an... The reactants are C(C)(=O)Cl (acetyl chloride), CO (methanol), CN1N=C(C(=C1C=O)C=1C=CC2=C(CCCO2)C1C)C=1SC=CC1 (1-methyl-4-(5-methyl-3,4-dihydro-2H-1-benzopyran-6-yl)-3-(thiophen-2-yl)-1H-pyrazole-5-carbaldehyde), C[Si](C)(C)C#N (trimethylsilyl cyanide), [Na] (sodium). Reaction SMILES: [CH3:1][N:2]1[C:6]([CH:7]=[O:8])=[C:5]([C:9]2[CH:10]=[CH:11][C:12]3[O:17][CH2:16][CH2:15][CH2:14][C:13]=3[C:18]=2[CH3:19])[C:4]([C:20]2[S:21][CH:22]=[CH:23][CH:24]=2)=[N:3]1.C[Si](C#N)(C)C.[Na].[C:32](Cl)(=[O:34])C.[CH3:36][OH:37]>ClCCl.[I-].[Zn+2].[I-]>[OH:8][CH:7]([C:6]1[N:2]([CH3:1])[N:3]=[C:4]([C:20]2[S:21][CH:22]=[CH:23][CH:24]=2)[C:5]=1[C:9]1[CH:10]=[CH:11][C:12]2[O:17][CH2:16][CH2:15][CH2:14][C:13]=2[C:18]=1[CH3:19])[C:36]([O:34][CH3:32])=[O:37] |f:6.7.8,^1:30|. Run at time 88 hour. The reactants are CC(C)(C(=O)O)c1ccc(Br)cc1, CC(N)c1ccc(Br)cc1, CCOC(=O)CC(=O)O, CCN. Yields the product CCNC(=O)C(C)(C)c1ccc(Br)cc1. As a reaction SMILES: [Br:1][c:2]1[cH:3][cH:4][c:5]([C:8]([C:9](=[O:10])[OH:11])([CH3:12])[CH3:13])[cH:6][cH:7]1.[Br:26][c:27]1[cH:28][cH:29][c:30]([CH:31]([NH2:32])[CH3:33])[cH:34][cH:35]1.[C:14]([O:15][CH2:16][CH3:17])(=[O:18])[CH2:19][C:20]([OH:21])=[O:22].[CH2:23]([CH3:24])[NH2:25]>>[Br:1][c:2]1[cH:3][cH:4][c:5]([C:8]([C:9](=[O:11])[NH:25][CH2:23][CH3:24])([CH3:12])[CH3:13])[cH:6][cH:7]1.